This data is from the Open Reaction Database (ORD), a public repository of structured organic reaction records. The task is: describe an organic reaction: reactants, conditions, products, and yield Starting materials: CC(C=O)CC1=C(CCC1C(=C)C)C (2-methyl-3-(2-methyl-5-isopropenyl-cyclopent-1-en-1-yl)-propanal), C (charcoal). The reagents and catalysts are [Pd] (palladium). The solvent is O1CCOCC1 (dioxan). The product is CC(C=O)CC1=C(CCC1C(C)C)C (2-Methyl-3-(2-methyl-5-isopropyl-cyclopent-1-en-1-yl)-propanal). Yield: 94.2%. Reaction SMILES: [CH3:1][CH:2]([CH2:5][C:6]1[CH:10]([C:11]([CH3:13])=[CH2:12])[CH2:9][CH2:8][C:7]=1[CH3:14])[CH:3]=[O:4].C>O1CCOCC1.[Pd]>[CH3:1][CH:2]([CH2:5][C:6]1[CH:10]([CH:11]([CH3:13])[CH3:12])[CH2:9][CH2:8][C:7]=1[CH3:14])[CH:3]=[O:4]. Procedure: 19.2 g (0.1 Mole) of 2-methyl-3-(2-methyl-5-isopropenyl-cyclopent-1-en-1-yl)-propanal in 100 ml of dioxan were reduced by catalytic hydrogenation in the presence of traces of palladium over charcoal. After absorption of 2,300 ml of hydrogen (10 hours) the reaction mixture was filtered and the clear filtrate evaporated under reduced pressure. The obtained residue was then distilled to give 18.3 g of the desired aldehyde; bp. 45°-50°/0.1 Torr; nD = 1.4710; d20 = 0.9069; Starting materials: Cc1cnccc1B(O)O, O=S(=O)(Oc1cccc2c1CC(N(Cc1ccccc1)Cc1ccccc1)CO2)C(F)(F)F. Product: Cc1cnccc1-c1cccc2c1CC(N(Cc1ccccc1)Cc1ccccc1)CO2. RXN SMILES: [CH3:1][c:2]1[cH:3][n:4][cH:5][cH:6][c:7]1[B:8]([OH:9])[OH:10].[F:11][C:12]([F:13])([F:14])[S:15]([O:16][c:17]1[c:18]2[c:23]([cH:24][cH:25][cH:26]1)[O:22][CH2:21][CH:20]([N:27]([CH2:28][c:29]1[cH:30][cH:31][cH:32][cH:33][cH:34]1)[CH2:35][c:36]1[cH:37][cH:38][cH:39][cH:40][cH:41]1)[CH2:19]2)(=[O:42])=[O:43]>>[CH3:1][c:2]1[cH:3][n:4][cH:5][cH:6][c:7]1-[c:17]1[c:18]2[c:23]([cH:24][cH:25][cH:26]1)[O:22][CH2:21][CH:20]([N:27]([CH2:28][c:29]1[cH:30][cH:31][cH:32][cH:33][cH:34]1)[CH2:35][c:36]1[cH:37][cH:38][cH:39][cH:40][cH:41]1)[CH2:19]2. Reactants: C(O)([O-])=O.[Na+] (sodium hydrogencarbonate), solution, B(Br)(Br)Br (boron tribromide), COC=1C=C(C=CC1)C=1OC=2N=C(N=C(C2N1)OCCC)CN1CCOCC1 (2-(3-methoxy-phenyl)-5-morpholin-4-ylmethyl-7-propoxy-oxazolo[5,4-d]pyrimidine). The solvent is ClCCl (dichloromethane), ClCCl (dichloromethane). Reaction conditions: temperature 0 celsius, time 1 hour. The product is N1(CCOCC1)CC=1N=C(C2=C(N1)OC(=N2)C=2C=C(C=CC2)O)OCCC (3-(5-Morpholin-4-ylmethyl-7-propoxy-oxazolo[5,4-d]pyrimidin-2-yl)-phenol). The yield is 14.9%. As a reaction SMILES: B(Br)(Br)Br.C[O:6][C:7]1[CH:8]=[C:9]([C:13]2[O:14][C:15]3[N:16]=[C:17]([CH2:26][N:27]4[CH2:32][CH2:31][O:30][CH2:29][CH2:28]4)[N:18]=[C:19]([O:22][CH2:23][CH2:24][CH3:25])[C:20]=3[N:21]=2)[CH:10]=[CH:11][CH:12]=1.C(=O)([O-])O.[Na+]>ClCCl>[N:27]1([CH2:26][C:17]2[N:18]=[C:19]([O:22][CH2:23][CH2:24][CH3:25])[C:20]3[N:21]=[C:13]([C:9]4[CH:8]=[C:7]([OH:6])[CH:12]=[CH:11][CH:10]=4)[O:14][C:15]=3[N:16]=2)[CH2:28][CH2:29][O:30][CH2:31][CH2:32]1 |f:2.3|. Procedure details: 1.25 ml of a 1 M solution of boron tribromide in dichloromethane were slowly added to a solution of 160 mg of 2-(3-methoxy-phenyl)-5-morpholin-4-ylmethyl-7-propoxy-oxazolo[5,4-d]pyrimidine in 5 ml of dichloromethane at 0° C. The reaction mixture was stirred at 0° C. for 2 h and at room temperature for 1 h. The mixture was cautiously neutralized with a saturated solution of sodium hydrogencarbonate. The organic layer was separated and the aqueous layer extracted two times with dichloromethane. Th... Reactants: NC1=NC=CC=C1CO ((2-aminopyridin-3-yl)methanol), S(=O)(Cl)Cl (thionyl chloride). The solvent is C1CCOC1 (THF), C1CCOC1 (THF). Reaction conditions: time 30 minute. Product: Cl.ClCC=1C(=NC=CC1)N (3-(chloromethyl)pyridin-2-amine hydrochloride). As a reaction SMILES: [NH2:1][C:2]1[C:7]([CH2:8]O)=[CH:6][CH:5]=[CH:4][N:3]=1.S(Cl)([Cl:12])=O>C1COCC1>[ClH:12].[Cl:12][CH2:8][C:7]1[C:2]([NH2:1])=[N:3][CH:4]=[CH:5][CH:6]=1 |f:3.4|. Procedure: The solution of (2-aminopyridin-3-yl)methanol (1.0 g) in THF (dry) (10 mL) was added dropwise to a solution of thionyl chloride (0.736 mL) in THF (dry) (30 mL) at 0° C. The mixture was stirred at room temperature for 30 min and concentrated in vacuo to give 3-(chloromethyl)pyridin-2-amine hydrochloride as a yellow gum. NaH (60%, 147 mg) was added to a mixture of 4-(1-methylpropyl)phenol (503 mg) in DMF (dry) (7 mL) at 0° C. The mixture was stirred at the same temperature for 20 min, then was add... The reactants are SC=1C=C(C=CC1)OC (3-mercaptoanisole), [OH-].[K+] (KOH), C1=CC(=CC=C1C(=O)CBr)Br (2,4-dibromoacetophenone), CCOC(=O)C (EtOAc). Run in C(C)O (ethanol), O (water). Reaction conditions: time 30 minute. Product: BrC1=CC=C(C=C1)C(CSC1=CC(=CC=C1)OC)=O (1-(4-Bromo-phenyl)-2-(3-methoxy-phenylsulfanyl)-ethanone). The yield is 105.6%. RXN SMILES: [SH:1][C:2]1[CH:3]=[C:4]([O:8][CH3:9])[CH:5]=[CH:6][CH:7]=1.[OH-].[K+].[CH:12]1[C:17]([C:18]([CH2:20]Br)=[O:19])=[CH:16][CH:15]=[C:14]([Br:22])[CH:13]=1.CCOC(C)=O>C(O)C.O>[Br:22][C:14]1[CH:15]=[CH:16][C:17]([C:18](=[O:19])[CH2:20][S:1][C:2]2[CH:7]=[CH:6][CH:5]=[C:4]([O:8][CH3:9])[CH:3]=2)=[CH:12][CH:13]=1 |f:1.2|. Procedure details: 10.09 g (70.5 mmol) 3-mercaptoanisole were added to a freshly prepared solution of 4.6 g (70.5 mmol) KOH in 75 ml ethanol and 30 ml water. Over a period of 30 min, 20.0 g (70.5 mmol) 2,4-dibromoacetophenone in 150 EtOAc were added at 0° C. and the solution was stirred at RT over night. The suspension was concentrated and dissolved in EtOAc and water. The inorganic phase was extracted with EtOAC, the combined organic phases were washed with water and brine and dried over Na2SO4. Evaporation yield...